The task is: describe an organic reaction: reactants, conditions, products, and yield. This data is from the Open Reaction Database (ORD), a public repository of structured organic reaction records. The reactants are CC(C)(C)C(=O)Cl, COc1ccc(CSC2CC(C(=O)O)N(C(=O)OCc3ccc([N+](=O)[O-])cc3)C2)cc1, O=C(O)C(F)(F)F, c1ncn(C2CCNC2)n1. The product is COc1ccc(CSC2CC(C(=O)N3CCC(n4cncn4)C3)N(C(=O)OCc3ccc([N+](=O)[O-])cc3)C2)cc1. As a reaction SMILES: [C:32]([Cl:33])(=[O:34])[C:35]([CH3:36])([CH3:37])[CH3:38].[CH3:1][O:2][c:3]1[cH:4][cH:5][c:6]([CH2:7][S:8][CH:9]2[CH2:10][CH:11]([C:27](=[O:28])[OH:29])[N:12]([C:14](=[O:15])[O:16][CH2:17][c:18]3[cH:19][cH:20][c:21]([N+:24](=[O:25])[O-:26])[cH:22][cH:23]3)[CH2:13]2)[cH:30][cH:31]1.[F:39][C:40]([F:41])([F:42])[C:43]([OH:44])=[O:45].[n:46]1([CH:51]2[CH2:52][NH:53][CH2:54][CH2:55]2)[n:47][cH:48][n:49][cH:50]1>>[CH3:1][O:2][c:3]1[cH:4][cH:5][c:6]([CH2:7][S:8][CH:9]2[CH2:10][CH:11]([C:27](=[O:28])[N:53]3[CH2:52][CH:51]([n:46]4[n:47][cH:48][n:49][cH:50]4)[CH2:55][CH2:54]3)[N:12]([C:14](=[O:15])[O:16][CH2:17][c:18]3[cH:19][cH:20][c:21]([N+:24](=[O:25])[O-:26])[cH:22][cH:23]3)[CH2:13]2)[cH:30][cH:31]1.